This data is from the Open Reaction Database (ORD), a public repository of structured organic reaction records. The task is: describe an organic reaction: reactants, conditions, products, and yield Product: C1(CCCCC1)C=1C=CC(=NC1)C1=CC=C(CC=2N(C=C(N2)C2=C(C=C(C=C2)Cl)Cl)C2=CC=C(C=C2)N2CC(N(S2(=O)=O)COCC[Si](C)(C)C)=O)C=C1 (5-{4-[2-[4-(5-cyclohexyl-pyridin-2-yl)-benzyl]-4-(2,4-dichloro-phenyl)-imidazol-1-yl]-phenyl}-1,1-dioxo-2-(2-trimethylsilanyl-ethoxymethyl)-[1,2,5]thiadiazolidin-3-one). Conditions: temperature 100 celsius. Starting materials: C1(=CCCCC1)C=1C=CC(=NC1)C1=CC=C(CC=2N(C=C(N2)C2=C(C=C(C=C2)Cl)Cl)C2=CC=C(C=C2)N2CC(N(S2(=O)=O)COCC[Si](C)(C)C)=O)C=C1 (5-{4-[2-[4-(5-Cyclohex-1-enyl-pyridin-2-yl)-benzyl]-4-(2,4-dichloro-phenyl)-imidazol-1-yl]-phenyl}-1,1-dioxo-2-(2-trimethylsilanyl-ethoxymethyl)-[1,2,5]thiadiazolidin-3-one). The reagents and catalysts are [Fe] (iron). RXN SMILES: [C:1]1([C:7]2[CH:8]=[CH:9][C:10]([C:13]3[CH:54]=[CH:53][C:16]([CH2:17][C:18]4[N:19]([C:31]5[CH:36]=[CH:35][C:34]([N:37]6[S:41](=[O:43])(=[O:42])[N:40]([CH2:44][O:45][CH2:46][CH2:47][Si:48]([CH3:51])([CH3:50])[CH3:49])[C:39](=[O:52])[CH2:38]6)=[CH:33][CH:32]=5)[CH:20]=[C:21]([C:23]5[CH:28]=[CH:27][C:26]([Cl:29])=[CH:25][C:24]=5[Cl:30])[N:22]=4)=[CH:15][CH:14]=3)=[N:11][CH:12]=2)[CH2:6][CH2:5][CH2:4][CH2:3][CH:2]=1>C(O)(=O)C.O.CCOC(C)=O.[Fe]>[CH:1]1([C:7]2[CH:8]=[CH:9][C:10]([C:13]3[CH:54]=[CH:53][C:16]([CH2:17][C:18]4[N:19]([C:31]5[CH:36]=[CH:35][C:34]([N:37]6[S:41](=[O:43])(=[O:42])[N:40]([CH2:44][O:45][CH2:46][CH2:47][Si:48]([CH3:49])([CH3:50])[CH3:51])[C:39](=[O:52])[CH2:38]6)=[CH:33][CH:32]=5)[CH:20]=[C:21]([C:23]5[CH:28]=[CH:27][C:26]([Cl:29])=[CH:25][C:24]=5[Cl:30])[N:22]=4)=[CH:15][CH:14]=3)=[N:11][CH:12]=2)[CH2:2][CH2:3][CH2:4][CH2:5][CH2:6]1 |f:2.3|. Reported procedure: 5-{4-[2-[4-(5-Cyclohex-1-enyl-pyridin-2-yl)-benzyl]-4-(2,4-dichloro-phenyl)-imidazol-1-yl]-phenyl}-1,1-dioxo-2-(2-trimethylsilanyl-ethoxymethyl)-[1,2,5]thiadiazolidin-3-one (40 mg, 0.05 mmol) was dissolved in 1 mL dry acetic acid, iron powder (−325 mesh, 56 mg, 1 mmol) was added and the mixture was then heated at 100° C. under nitrogen for 2 days. At completion, the reaction mixture was then diluted with water/EtOAc and the leftover iron powder was filtered and washed with EtOAc. The combined or... The solvent is C(C)(=O)O (acetic acid), O.CCOC(=O)C (water EtOAc). Starting materials: resin, N[C@@H](CC(C)C)C(=O)O (leucine), C(C)(C)(C)OC(=O)N[C@@H](CC1=CC=CC=C1)C(=O)O (N(tert-butyloxycarbonyl)-L-phenylalanine), Amino acid, C(C)(C)(C)OC(=O)N[C@@H](CC1=CC=CC=C1)C(=O)O (N-(tert-butyloxycarbonyl)-L-phenylalanine), CC(C)N=C=NC(C)C (N,N-diisopropylcarbodiimide), N[C@@H](CC(C)C)C(=O)O (leucine), sulfide, C(C)(C)(C)OC(=O)N[C@@H](CC(C)C)C(=O)O (N-(tert-butyloxycarbonyl)-L-leucine), FC(C(=O)O)(F)F (trifluoroacetic acid). Solvent: C(C)(C)N(CC)C(C)C (diisopropyl ethylamine), C(Cl)Cl (methylene chloride), C(Cl)Cl (methylene chloride), C(Cl)Cl (methylene chloride). Reaction conditions: time 2 hour. Product: dipeptide, N[C@@H](CC(C)C)C(=O)O (L-leucine), N[C@@H](CC1=CC=CC=C1)C(=O)O (L-phenylalanine). As a reaction SMILES: C(OC([NH:8][C@H:9]([C:14]([OH:16])=[O:15])[CH2:10][CH:11]([CH3:13])[CH3:12])=O)(C)(C)C.N[C@H](C(O)=O)CC(C)C.FC(F)(F)C(O)=O.C(OC([NH:40][C@H:41]([C:49]([OH:51])=[O:50])[CH2:42][C:43]1[CH:48]=[CH:47][CH:46]=[CH:45][CH:44]=1)=O)(C)(C)C.CC(N=C=NC(C)C)C>C(N(C(C)C)CC)(C)C.C(Cl)Cl>[NH2:8][C@H:9]([C:14]([OH:16])=[O:15])[CH2:10][CH:11]([CH3:13])[CH3:12].[NH2:40][C@H:41]([C:49]([OH:51])=[O:50])[CH2:42][C:43]1[CH:48]=[CH:47][CH:46]=[CH:45][CH:44]=1. Procedure details: A dipeptide of L-leucine and L-phenylalanine was prepared using the above described resin. N-(tert-butyloxycarbonyl)-L-leucine was coupled using the procedure of Example 1. Amino acid analysis of this resin showed a leucine content of 0.75 meq/g. When treated with 45% trifluoroacetic acid to deprotect and cap the residual sulfide as in Example 1, the leucine content dropped to 0.49 meq/g. A sample of this resin (0.994 g, 0.49 mmol) was washed twice with a solution of 10% diisopropyl ethylamine i... Reactants: COC=1C=C(C=CC1)C=CC=CC(=O)OC (5-(3-Methoxyphenyl)penta-2,4-dienoic acid, methyl ester), O.[OH-].[Li+] (lithium hydroxide monohydrate). Run in CO (methanol), O (water). Reaction conditions: time 24 hour. Yields the product COC=1C=C(C=CC1)C=CC=CC(=O)O (5-(3-Methoxyphenyl)penta-2,4-dienoic acid). As a reaction SMILES: [CH3:1][O:2][C:3]1[CH:4]=[C:5]([CH:9]=[CH:10][CH:11]=[CH:12][C:13]([O:15]C)=[O:14])[CH:6]=[CH:7][CH:8]=1.O.[OH-].[Li+]>CO.O>[CH3:1][O:2][C:3]1[CH:4]=[C:5]([CH:9]=[CH:10][CH:11]=[CH:12][C:13]([OH:15])=[O:14])[CH:6]=[CH:7][CH:8]=1 |f:1.2.3|. Reported procedure: A mixture of the product from step (i) (53.2 g) and lithium hydroxide monohydrate (52 g) in methanol (250 ml) and water (100 ml) was stirred at room temperature for 24 hours and partitioned between ethyl acetate and 2M HCl. The organic phase was washed with brine, dried (MgSO4), and evaporated under reduced pressure to afford an orange oil. The product is COc1cc2c(Oc3ccc4[nH]c(C)cc4c3F)ncnc2cc1OCC(O)CN1CCC2(CC1)OCCO2. The reactants are COc1cc2c(Oc3ccc4[nH]c(C)cc4c3F)ncnc2cc1OCC1CO1, C1CC2(CCN1)OCCO2, CN(C)C=O. RXN SMILES: [F:1][c:2]1[c:3]2[cH:4][c:5]([CH3:29])[nH:6][c:7]2[cH:8][cH:9][c:10]1[O:11][c:12]1[n:13][cH:14][n:15][c:16]2[cH:17][c:18]([O:24][CH2:25][CH:26]3[O:27][CH2:28]3)[c:19]([O:22][CH3:23])[cH:20][c:21]12.[O:30]1[CH2:31][CH2:32][O:33][C:34]12[CH2:35][CH2:36][NH:37][CH2:38][CH2:39]2.[O:40]=[CH:41][N:42]([CH3:43])[CH3:44]>>[F:1][c:2]1[c:3]2[cH:4][c:5]([CH3:29])[nH:6][c:7]2[cH:8][cH:9][c:10]1[O:11][c:12]1[n:13][cH:14][n:15][c:16]2[cH:17][c:18]([O:24][CH2:25][CH:26]([OH:27])[CH2:28][N:37]3[CH2:36][CH2:35][C:34]4([O:30][CH2:31][CH2:32][O:33]4)[CH2:39][CH2:38]3)[c:19]([O:22][CH3:23])[cH:20][c:21]12. Reactants: O1C(=NC2=C1C=CC=C2)C2=CC1=C(N(C(=N1)C)CC1=CC=C(C=C1)C(=O)OC)C=C2 (5-(benzoxazol-2-yl)-1-(4-methoxycarbonylphenylmethyl)-2-methylbenzimidazole), [OH-].[Na+] (sodium hydroxide), CO (methanol). The solvent is C(Cl)(Cl)Cl (chloroform). Conditions: time 20 hour. Product: O1C(=NC2=C1C=CC=C2)C2=CC1=C(N(C(=N1)C)CC1=CC=C(C=C1)C(=O)O)C=C2 (5-(benzoxazol-2-yl)-1-(4-carboxyphenylmethyl)-2-methylbenzimidazole). The yield is 86.8%. RXN SMILES: [O:1]1[C:5]2[CH:6]=[CH:7][CH:8]=[CH:9][C:4]=2[N:3]=[C:2]1[C:10]1[CH:30]=[CH:29][C:13]2[N:14]([CH2:18][C:19]3[CH:24]=[CH:23][C:22]([C:25]([O:27]C)=[O:26])=[CH:21][CH:20]=3)[C:15]([CH3:17])=[N:16][C:12]=2[CH:11]=1.[OH-].[Na+].CO>C(Cl)(Cl)Cl>[O:1]1[C:5]2[CH:6]=[CH:7][CH:8]=[CH:9][C:4]=2[N:3]=[C:2]1[C:10]1[CH:30]=[CH:29][C:13]2[N:14]([CH2:18][C:19]3[CH:24]=[CH:23][C:22]([C:25]([OH:27])=[O:26])=[CH:21][CH:20]=3)[C:15]([CH3:17])=[N:16][C:12]=2[CH:11]=1 |f:1.2|. Procedure details: To a solution of 5-(benzoxazol-2-yl)-1-(4-methoxycarbonylphenylmethyl)-2-methylbenzimidazole (see Working Example 113-3) (55 mg, 0.138 mmol) in chloroform (3 mL) was added aqueous sodium hydroxide solution (1 M, 0.6 mL, 0.6 mmol). This two-layer solution was homogenized by the addition of methanol, and this was stirred at room temperature for 20 hours. After the reaction was complete, the solution was concentrated, aqueous acetic acid solution was added, and this was stirred at room temperature.... Reactants: S(O)(O)(=O)=O (sulfuric acid), FC=1C=C2C(CCOC2=CC1)=O (6-fluoro-2,3-dihydro-4H-chromen-4-one), [N+](=O)(O)[O-] (nitric acid), S(O)(O)(=O)=O (sulfuric acid). The solvent is O (water). Run at temperature 0 celsius, time 2 hour. Product: FC=1C=C2C(CCOC2=C(C1)[N+](=O)[O-])=O (6-fluoro-8-nitro-2,3-dihydro-4H-chromen-4-one). Reaction SMILES: S(=O)(=O)(O)O.[F:6][C:7]1[CH:8]=[C:9]2[C:14](=[CH:15][CH:16]=1)[O:13][CH2:12][CH2:11][C:10]2=[O:17].[N+:18]([O-])([OH:20])=[O:19]>O>[F:6][C:7]1[CH:8]=[C:9]2[C:14](=[C:15]([N+:18]([O-:20])=[O:19])[CH:16]=1)[O:13][CH2:12][CH2:11][C:10]2=[O:17]. Reported procedure: Concentrated sulfuric acid (5 mL) was cooled to −15° C., treated with 6-fluoro-2,3-dihydro-4H-chromen-4-one (1.0 g, 6.0 mmol), treated with a mixture of 70% nitric acid (1.8 mL) and concentrated sulfuric acid (2.8 mL), stirred at 0° C. for 2 hours and poured into water. The resulting solid was collected by filtration, washed with water and dried under vacuum. Purification of the residue on silica gel eluting with 1:1 ethyl acetate:hexanes provided the title compound.